This data is from the Open Reaction Database (ORD), a public repository of structured organic reaction records. The task is: describe an organic reaction: reactants, conditions, products, and yield The reactants are F[B-](F)(F)F.C(C)OC(CC1=CC=CC=C1)=[N+]1CC2C(CCC(C2C1)=O)(C1=CC=CC=C1)C1=CC=CC=C1 ((3aRS,7aRS)-2-(1-ethoxy-2-phenylethylidene)-4-oxo-7,7-diphenylperhydroisoindolium tetrafluoroborate), C([O-])([O-])=O.[K+].[K+] (potassium carbonate), solution, N (ammonia). The solvent is ClCCl (dichloromethane), ClCCl (dichloromethane). Run at time 5 hour. Yields the product N=C(CC1=CC=CC=C1)N1CC2C(CCC(C2C1)=O)(C1=CC=CC=C1)C1=CC=CC=C1 ((3aRS,7aRS)-2-(α-Iminophenethyl)-7,7-diphenylperhydro-4-isoindolone). RXN SMILES: [NH3:1].F[B-](F)(F)F.C(O[C:10](=[N+:18]1[CH2:26][CH:25]2[CH:20]([C:21]([C:34]3[CH:39]=[CH:38][CH:37]=[CH:36][CH:35]=3)([C:28]3[CH:33]=[CH:32][CH:31]=[CH:30][CH:29]=3)[CH2:22][CH2:23][C:24]2=[O:27])[CH2:19]1)[CH2:11][C:12]1[CH:17]=[CH:16][CH:15]=[CH:14][CH:13]=1)C.C(=O)([O-])[O-].[K+].[K+]>ClCCl>[NH:1]=[C:10]([N:18]1[CH2:26][CH:25]2[CH:20]([C:21]([C:34]3[CH:39]=[CH:38][CH:37]=[CH:36][CH:35]=3)([C:28]3[CH:33]=[CH:32][CH:31]=[CH:30][CH:29]=3)[CH2:22][CH2:23][C:24]2=[O:27])[CH2:19]1)[CH2:11][C:12]1[CH:17]=[CH:16][CH:15]=[CH:14][CH:13]=1 |f:1.2,3.4.5|. Procedure: A 0.8N solution (8.8 cc) of ammonia in dichloromethane is added to a stirred suspension, cooled to -20° C., of (3aRS,7aRS)-2-(1-ethoxy-2-phenylethylidene)-4-oxo-7,7-diphenylperhydroisoindolium tetrafluoroborate (3.75 g) in anhydrous dichloromethane (30 cc). The reaction mixture is allowed to return to room temperature and stirring is continued for 5 hours. The reaction mixture is treated with 10% strength aqueous potassium carbonate solution (30 cc). The precipitate present is removed by filtrat... Reactants: ClC1=CC=C(C#N)C=C1 (4-chlorobenzonitrile), C([O-])([O-])=O.[K+].[K+] (potassium carbonate), C(CCC)S (1-butanethiol), O (water). Solvent: CC(=O)N(C)C (DMA), CC(=O)N(C)C (DMA). Conditions: temperature 80 celsius, time 24 hour. Product: 9, C(CCC)SC1=CC=C(C#N)C=C1 (4-n-butylthio-benzonitrile). Isolated yield 80.4%. As a reaction SMILES: Cl[C:2]1[CH:9]=[CH:8][C:5]([C:6]#[N:7])=[CH:4][CH:3]=1.C(=O)([O-])[O-].[K+].[K+].[CH2:16]([SH:20])[CH2:17][CH2:18][CH3:19].O>CC(N(C)C)=O>[CH2:16]([S:20][C:2]1[CH:9]=[CH:8][C:5]([C:6]#[N:7])=[CH:4][CH:3]=1)[CH2:17][CH2:18][CH3:19] |f:1.2.3|. Reported procedure: To a well-stirred suspension of 41.27 g (0.3 mol) of 4-chlorobenzonitrile, 58.05 g (0.42 mol) of potassium carbonate and 200 ml DMA a solution of 27.06 g (0.3 mol) of 1-butanethiol in 50 ml of DMA are added under an atmosphere of nitrogen. The resulting mixture is heated to 80° C. and stirred at this temperature for 24 hours. Then, the reaction mixture is cooled to room temperature and poured into 750 ml of water. The crude product is extracted with 300 ml of ethyl acetate, washed with water, dr... Reactants: C[Mg]Br (methylmagnesium bromide), CON(C(=O)C=1SC(=C(C1)C1=CC=CC=C1)CCC)C (4-phenyl-5-propyl-thiophene-2-carboxylic acid methoxy-methyl-amide), Grignard reagent. Solvent: O (water). Conditions: time 2 hour. Product: C1(=CC=CC=C1)C=1C=C(SC1CCC)C(C)=O (1-(4-phenyl-5-propyl-thiophen-2-yl)-ethanone). RXN SMILES: [CH3:1][Mg]Br.CON(C)[C:7]([C:9]1[S:10][C:11]([CH2:20][CH2:21][CH3:22])=[C:12]([C:14]2[CH:19]=[CH:18][CH:17]=[CH:16][CH:15]=2)[CH:13]=1)=[O:8]>O>[C:14]1([C:12]2[CH:13]=[C:9]([C:7](=[O:8])[CH3:1])[S:10][C:11]=2[CH2:20][CH2:21][CH3:22])[CH:19]=[CH:18][CH:17]=[CH:16][CH:15]=1. Reported procedure: At 2° C. methylmagnesium bromide (1 mL, 1.7 M in THF) is added to a solution of 4-phenyl-5-propyl-thiophene-2-carboxylic acid methoxy-methyl-amide (900 mg, 3.11 mmol). The mixture stirred for 1 h before another portion (0.2 mL) of the Grignard reagent is added. Stirring is continued for 2 h. The mixture is diluted with water, extracted with EA and the organic extracts are dried over MgSO4 and concentrated. The crude product is purified by CC on silica gel eluting with heptane:EA 5:4 to give 1-(4... Reactants: CC(=O)Cl, CC#N, O=C1NC2C=CC1C2, O, c1ccncc1. Product: CC(=O)N1C(=O)C2C=CC1C2. Reaction SMILES: [CH3:15][C:16]([Cl:17])=[O:18].[CH3:20][C:21]#[N:22].[CH:1]12[NH:2][C:3](=[O:8])[CH:4]([CH:5]=[CH:6]1)[CH2:7]2.[OH2:19].[cH:9]1[cH:10][cH:11][n:12][cH:13][cH:14]1>>[CH:1]12[N:2]([C:16]([CH3:15])=[O:18])[C:3](=[O:8])[CH:4]([CH:5]=[CH:6]1)[CH2:7]2. The reactants are [Br-], [Br-], [Br-], CC1(C(O)CCc2ccc3c(c2)OCO3)CC1, [Li+], BrP(Br)Br, [Zn+2]. Reaction SMILES: [Br-:23].[Br-:24].[Br-:26].[CH2:1]1[O:2][c:3]2[cH:4][c:5]([CH2:10][CH2:11][CH:12]([OH:13])[C:14]3([CH3:17])[CH2:15][CH2:16]3)[cH:6][cH:7][c:8]2[O:9]1.[Li+:22].[P:18]([Br:19])([Br:20])[Br:21].[Zn+2:25]>>[CH2:1]1[O:2][c:3]2[cH:4][c:5]([CH2:10][CH2:11][CH:12]=[C:14]([CH2:15][CH2:16][Br:19])[CH3:17])[cH:6][cH:7][c:8]2[O:9]1. Product: CC(=CCCc1ccc2c(c1)OCO2)CCBr. Starting materials: CON=C(C(=O)OCC)C1(CCl)OCCO1 (ethyl 2-methoxyimino-3,3-ethylenedioxy-4-chlorobutyrate), [OH-].[Na+] (sodium hydroxide), O (water), S(O)(O)(=O)=O (sulfuric acid). Solvent: C(C)O (ethanol). Conditions: time 30 minute. Product: CON=C(C(=O)O)C1(CCl)OCCO1 (2-methoxyimino-3,3-ethylenedioxy-4-chlorobutyric acid). The yield is 99.6%. RXN SMILES: [CH3:1][O:2][N:3]=[C:4]([C:10]1([O:16][CH2:15][CH2:14][O:13]1)[CH2:11][Cl:12])[C:5]([O:7]CC)=[O:6].[OH-].[Na+].S(=O)(=O)(O)O.O>C(O)C>[CH3:1][O:2][N:3]=[C:4]([C:10]1([O:13][CH2:14][CH2:15][O:16]1)[CH2:11][Cl:12])[C:5]([OH:7])=[O:6] |f:1.2|. Procedure: To a solution of ethyl 2-methoxyimino-3,3-ethylenedioxy-4-chlorobutyrate (syn isomer, 10.4 g) in ethanol (30 ml) was added an aqueous solution (10 ml) of sodium hydroxide (3.3 g) under ice-cooling, and the mixture was stirred for 30 minutes at ambient temperature. The reaction mixture was adjusted to pH 7 with 20% sulfuric acid under ice-cooling and stirring, and water (30 ml) was added thereto, and then the solvents are distilled off. To the residue was added water (30 ml), and the resultant so... Yields the product FC1=CC=C(C=C1)C#CCOC1=CC=C(C=C1)C1=NC=2N=CN(C(C2N1)=O)CCC (8-{4-[3-(4-fluoro-phenyl)-prop-2-ynyloxy]-phenyl}-1-propyl-1,7-dihydro-purin-6-one). Procedure: A mixture of 8-{4-[3-(4-Fluoro-phenyl)-prop-2-ynyloxy]-phenyl}-1-propyl-7-(2-trimethylsilanyl-ethoxymethyl)-1,7-dihydro-purin-6-one (0.03 g, 0.056 mmol), 2N HCl (1 ml), ethanol (2 ml) was heated at 85° C. for 2 hours. The mixture was cooled and the solvent was evaporated. The residue was washed with n-pentane to obtain 8-{4-[3-(4-fluoro-phenyl)-prop-2-ynyloxy]-phenyl}-1-propyl-1,7-dihydro-purin-6-one (0.018 g, 78%) as off white solid. Yield: 79.9%. Conditions: temperature 85 celsius. Reaction SMILES: [F:1][C:2]1[CH:7]=[CH:6][C:5]([C:8]#[C:9][CH2:10][O:11][C:12]2[CH:17]=[CH:16][C:15]([C:18]3[N:26](COCC[Si](C)(C)C)[C:25]4[C:24](=[O:35])[N:23]([CH2:36][CH2:37][CH3:38])[CH:22]=[N:21][C:20]=4[N:19]=3)=[CH:14][CH:13]=2)=[CH:4][CH:3]=1.Cl>C(O)C>[F:1][C:2]1[CH:7]=[CH:6][C:5]([C:8]#[C:9][CH2:10][O:11][C:12]2[CH:17]=[CH:16][C:15]([C:18]3[NH:26][C:25]4[C:24](=[O:35])[N:23]([CH2:36][CH2:37][CH3:38])[CH:22]=[N:21][C:20]=4[N:19]=3)=[CH:14][CH:13]=2)=[CH:4][CH:3]=1. The solvent is C(C)O (ethanol). Reactants: FC1=CC=C(C=C1)C#CCOC1=CC=C(C=C1)C1=NC=2N=CN(C(C2N1COCC[Si](C)(C)C)=O)CCC (8-{4-[3-(4-Fluoro-phenyl)-prop-2-ynyloxy]-phenyl}-1-propyl-7-(2-trimethylsilanyl-ethoxymethyl)-1,7-dihydro-purin-6-one), Cl (HCl). Starting materials: C(C)(C)OC\C=C\COC(C)C (trans 1,4-diisopropoxy-2-butene), CO (methanol), CC(C)O (2-propanol). Product: C(C)(C)OCCC(=C)OC(C)C (1,3-diisopropoxy-3-butene). RXN SMILES: CO.C(O[CH2:7]/[CH:8]=[CH:9]/[CH2:10][O:11][CH:12]([CH3:14])[CH3:13])(C)C.[CH3:15][CH:16]([OH:18])[CH3:17]>>[CH:12]([O:11][CH2:10][CH2:9][C:8]([O:18][CH:16]([CH3:17])[CH3:15])=[CH2:7])([CH3:13])[CH3:14]. Procedure: A reaction was carried out using the catalyst and according to the procedure described in example 6, except that the methanol was replaced with an equivalent amount of 2-propanol (30 ml). 1.8 mmol of 1,3-diisopropoxy-3-butene and 9.7 mmol of cis + trans 1,4-diisopropoxy-2-butene were obtained.